From a dataset of the Open Reaction Database (ORD), a public repository of structured organic reaction records. describe an organic reaction: reactants, conditions, products, and yield The reactants are COC(=O)c1cc([N+](=O)[O-])ccc1Br, CCOC(C)=O, CO, [Na+], [OH-], O, Cl[Sn]Cl. Yields the product COC(=O)c1cc(N)ccc1Br. Reaction SMILES: [Br:1][c:2]1[c:3]([C:4](=[O:5])[O:6][CH3:7])[cH:8][c:9]([N+:12]([O-:13])=[O:14])[cH:10][cH:11]1.[CH3:18][CH2:19][O:20][C:21](=[O:22])[CH3:23].[CH3:26][OH:27].[Na+:25].[OH-:24].[OH2:28].[Sn:15]([Cl:16])[Cl:17]>>[Br:1][c:2]1[c:3]([C:4](=[O:5])[O:6][CH3:7])[cH:8][c:9]([NH2:12])[cH:10][cH:11]1. Starting materials: BrC1=CC=2N3C4=C(C=C(C=C4SC2C=C1)O)C(C(=C3)CC=3C=NC=CC3)=O (10-bromo-5-hydroxy-2-(3-pyridylmethyl)-3H-pyrido[3,2,1-kl]phenothiazin-3-one), ClCC=1C=NC=C(C1)C (3-chloromethyl-5-methylpyridine), CC=1C=NC=C(C1)C (3,5-dimethylpyridine). Yields the product BrC1=CC=2N3C4=C(C=C(C=C4SC2C=C1)OCC=1C=NC=C(C1)C)C(C(=C3)CC=3C=NC=CC3)=O (10-bromo-5-(5-methyl-3-pyridylmethyloxy)-2-(3-pyridylmethyl)-3H-pyrido[3,2,1-kl]phenothiazin-3-one). The yield is 10.0%. Reaction SMILES: [Br:1][C:2]1[CH:15]=[CH:14][C:13]2[S:12][C:11]3[C:6]4=[C:7]([C:17](=[O:27])[C:18]([CH2:20][C:21]5[CH:22]=[N:23][CH:24]=[CH:25][CH:26]=5)=[CH:19][N:5]4[C:4]=2[CH:3]=1)[CH:8]=[C:9]([OH:16])[CH:10]=3.Cl[CH2:29][C:30]1[CH:31]=[N:32][CH:33]=[C:34]([CH3:36])[CH:35]=1.CC1C=NC=C(C)C=1>>[Br:1][C:2]1[CH:15]=[CH:14][C:13]2[S:12][C:11]3[C:6]4=[C:7]([C:17](=[O:27])[C:18]([CH2:20][C:21]5[CH:22]=[N:23][CH:24]=[CH:25][CH:26]=5)=[CH:19][N:5]4[C:4]=2[CH:3]=1)[CH:8]=[C:9]([O:16][CH2:29][C:30]1[CH:31]=[N:32][CH:33]=[C:34]([CH3:36])[CH:35]=1)[CH:10]=3. Reported procedure: According to Example 34, the compound (150 mg) produced in Example 37 was reacted with 3-chloromethyl-5-methylpyridine synthesized from 3,5-dimethylpyridine (500 mg) to obtain the title compound (180 mg; 10%). Reactants: CC(C)(C)c1cccc(C2(N)CCC(Nc3ccccn3)CC2)c1, CC(C)O, Fc1cc(F)cc(CCC2CO2)c1. As a reaction SMILES: [C:1]([CH3:2])([CH3:3])([CH3:4])[c:5]1[cH:6][c:7]([C:11]2([NH2:24])[CH2:12][CH2:13][CH:14]([NH:17][c:18]3[n:19][cH:20][cH:21][cH:22][cH:23]3)[CH2:15][CH2:16]2)[cH:8][cH:9][cH:10]1.[CH:38]([OH:39])([CH3:40])[CH3:41].[F:25][c:26]1[cH:27][c:28]([CH2:33][CH2:34][CH:35]2[O:36][CH2:37]2)[cH:29][c:30]([F:32])[cH:31]1>>[C:1]([CH3:2])([CH3:3])([CH3:4])[c:5]1[cH:6][c:7]([C:11]2([NH:24][CH2:37][CH:35]([CH2:34][CH2:33][c:28]3[cH:27][c:26]([F:25])[cH:31][c:30]([F:32])[cH:29]3)[OH:36])[CH2:12][CH2:13][CH:14]([NH:17][c:18]3[n:19][cH:20][cH:21][cH:22][cH:23]3)[CH2:15][CH2:16]2)[cH:8][cH:9][cH:10]1. The product is CC(C)(C)c1cccc(C2(NCC(O)CCc3cc(F)cc(F)c3)CCC(Nc3ccccn3)CC2)c1.